Task: describe an organic reaction: reactants, conditions, products, and yield. Dataset: the Open Reaction Database (ORD), a public repository of structured organic reaction records The reactants are OC1=CC=NN1C1=NC=CC(=C1)C#N (2-(5-hydroxy-1H-pyrazol-1-yl)pyridine-4-carbonitrile), ClC=1C=C(C=CC1C1CC1)CO ((3-chloro-4-cyclopropylphenyl)methanol). Yields the product ClC=1C=C(C=CC1C1CC1)COC1=CC=NN1C1=NC=CC(=C1)C#N (2-[5-[(3-chloro-4-cyclopropylphenyl)methoxy]pyrazol-1-yl]pyridine-4-carbonitrile). As a reaction SMILES: [OH:1][C:2]1[N:6]([C:7]2[CH:12]=[C:11]([C:13]#[N:14])[CH:10]=[CH:9][N:8]=2)[N:5]=[CH:4][CH:3]=1.[Cl:15][C:16]1[CH:17]=[C:18]([CH2:25]O)[CH:19]=[CH:20][C:21]=1[CH:22]1[CH2:24][CH2:23]1>>[Cl:15][C:16]1[CH:17]=[C:18]([CH2:25][O:1][C:2]2[N:6]([C:7]3[CH:12]=[C:11]([C:13]#[N:14])[CH:10]=[CH:9][N:8]=3)[N:5]=[CH:4][CH:3]=2)[CH:19]=[CH:20][C:21]=1[CH:22]1[CH2:24][CH2:23]1. Reported procedure: The title compound was prepared from 2-(5-hydroxy-1H-pyrazol-1-yl)pyridine-4-carbonitrile and (3-chloro-4-cyclopropylphenyl)methanol according to the procedure for the preparation of Example 39, part C. 1H NMR (400 MHz, CDCl3): δ 0.68-0.71 (2H, m), 1.01-1.06 (2H, m), 2.16-2.23 (1H, m), 5.17 (2H, s), 5.73 (1H, d, J=2.0 Hz), 6.94 (1H, d, J=8.0 Hz), 7.20 (1H, dd, J=1.6 Hz, 8.0 Hz), 7.40 (1H, dd, J=1.2 Hz, 5.2 Hz), 7.45 (1H, d, J=1.6 Hz), 7.56 (1H, d, J=1.6 Hz), 8.03 (1H, s), 8.71 (1H, d, J=4.8 Hz).... The reactants are CCOC(=O)CCc1cn(Cc2ccc(C(=O)NCc3nc(-c4ccccc4)oc3C)cc2)nc1-c1ccccc1, CCO, Cl, [Na+], C1CCOC1, [OH-]. Yields the product Cc1oc(-c2ccccc2)nc1CNC(=O)c1ccc(Cn2cc(CCC(=O)O)c(-c3ccccc3)n2)cc1. As a reaction SMILES: [CH3:1][c:2]1[c:3]([CH2:13][NH:14][C:15](=[O:16])[c:17]2[cH:18][cH:19][c:20]([CH2:21][n:22]3[n:23][c:24](-[c:34]4[cH:35][cH:36][cH:37][cH:38][cH:39]4)[c:25]([CH2:27][CH2:28][C:29](=[O:30])[O:31][CH2:32][CH3:33])[cH:26]3)[cH:40][cH:41]2)[n:4][c:5](-[c:7]2[cH:8][cH:9][cH:10][cH:11][cH:12]2)[o:6]1.[CH3:44][CH2:45][OH:46].[ClH:47].[Na+:43].[O:48]1[CH2:49][CH2:50][CH2:51][CH2:52]1.[OH-:42]>>[CH3:1][c:2]1[c:3]([CH2:13][NH:14][C:15](=[O:16])[c:17]2[cH:18][cH:19][c:20]([CH2:21][n:22]3[n:23][c:24](-[c:34]4[cH:35][cH:36][cH:37][cH:38][cH:39]4)[c:25]([CH2:27][CH2:28][C:29](=[O:30])[OH:31])[cH:26]3)[cH:40][cH:41]2)[n:4][c:5](-[c:7]2[cH:8][cH:9][cH:10][cH:11][cH:12]2)[o:6]1. Reactants: COC(C(CC1=CC(=CC=C1)OCCCBr)OC)=O (3-[3-(3-bromo-propoxy)-phenyl]-2-methoxy-propionic acid methyl ester), C1(=CC(=CC=C1)O)C1=CC=CC=C1 (biphenyl-3-ol), CO[C@H](C(=O)O)CC1=CC=C(C=C1)OCCCOC1=CC=CC=C1 ((2S)-2-methoxy-3-[4-(3-phenoxy-propoxy)-phenyl]-propionic acid). The product is C1(=CC(=CC=C1)OCCCOC=1C=C(C=CC1)CC(C(=O)O)OC)C1=CC=CC=C1 (3-{3-[3-(biphenyl-3-yloxy)-propoxy]-phenyl}-2-methoxy-propionic acid). As a reaction SMILES: C[O:2][C:3](=[O:19])[CH:4]([O:17][CH3:18])[CH2:5][C:6]1[CH:11]=[CH:10][CH:9]=[C:8]([O:12][CH2:13][CH2:14][CH2:15]Br)[CH:7]=1.[C:20]1([C:27]2[CH:32]=[CH:31][CH:30]=[CH:29][CH:28]=2)[CH:25]=[CH:24][CH:23]=[C:22]([OH:26])[CH:21]=1.CO[C@@H](CC1C=CC(OCCCOC2C=CC=CC=2)=CC=1)C(O)=O>>[C:20]1([C:27]2[CH:28]=[CH:29][CH:30]=[CH:31][CH:32]=2)[CH:25]=[CH:24][CH:23]=[C:22]([O:26][CH2:15][CH2:14][CH2:13][O:12][C:8]2[CH:7]=[C:6]([CH2:5][CH:4]([O:17][CH3:18])[C:3]([OH:2])=[O:19])[CH:11]=[CH:10][CH:9]=2)[CH:21]=1. Reported procedure: The title compound was prepared from 3-[3-(3-bromo-propoxy)-phenyl]-2-methoxy-propionic acid methyl ester (Example 323, Step 1) and biphenyl-3-ol via the same procedure used for the preparation of (2S)-2-methoxy-3-[4-(3-phenoxy-propoxy)-phenyl]-propionic acid (Example 285, Step 1). The enatiomers were separated by chiral HPLC. MS (ES) for C25H26O5 [M+Na]+: 429.2. As a reaction SMILES: [C:44]([O:45][CH2:46][CH3:47])(=[O:48])[CH3:49].[CH3:1][O:2][CH2:3][CH2:4][CH2:5][CH2:6][n:7]1[c:8]([C:16](=[O:17])[N:18]([CH:19]2[CH2:20][N:21]([C:33]([O:34][C:35]([CH3:36])([CH3:37])[CH3:38])=[O:39])[CH2:22][CH:23]([C:25](=[O:26])[N:27]3[CH2:28][CH2:29][O:30][CH2:31][CH2:32]3)[CH2:24]2)[CH2:40][CH:41]([CH3:42])[CH3:43])[n:9][c:10]2[c:11]1[cH:12][cH:13][cH:14][cH:15]2.[CH3:51][OH:52].[ClH:50]>>[CH3:1][O:2][CH2:3][CH2:4][CH2:5][CH2:6][n:7]1[c:8]([C:16](=[O:17])[N:18]([CH:19]2[CH2:20][NH:21][CH2:22][CH:23]([C:25](=[O:26])[N:27]3[CH2:28][CH2:29][O:30][CH2:31][CH2:32]3)[CH2:24]2)[CH2:40][CH:41]([CH3:42])[CH3:43])[n:9][c:10]2[c:11]1[cH:12][cH:13][cH:14][cH:15]2. Reactants: CCOC(C)=O, COCCCCn1c(C(=O)N(CC(C)C)C2CC(C(=O)N3CCOCC3)CN(C(=O)OC(C)(C)C)C2)nc2ccccc21, CO, Cl. The product is COCCCCn1c(C(=O)N(CC(C)C)C2CNCC(C(=O)N3CCOCC3)C2)nc2ccccc21. Starting materials: [OH-].[Na+] (sodium hydroxide), C(=O)(O)CCC(=O)N(C1=CC=C(C=C1)Cl)CCCOC1=CC=C(C(=O)OC)C=C1 (Methyl 4-[3-[N-(3-carboxypropionyl) -N-(4-chlorophenyl)amino]propoxy]benzoate), Cl (hydrochloric acid). The solvent is CO (methanol). Run at temperature 60 celsius, time 24 hour. Yields the product C(=O)(O)CCC(=O)N(C1=CC=C(C=C1)Cl)CCCOC1=CC=C(C(=O)O)C=C1 (4-[3-[N-(3-Carboxypropionyl) -N-(4-chlorophenyl)amino]propoxy]benzoic acid). Yield: 100.4%. RXN SMILES: [C:1]([CH2:4][CH2:5][C:6]([N:8]([CH2:16][CH2:17][CH2:18][O:19][C:20]1[CH:29]=[CH:28][C:23]([C:24]([O:26]C)=[O:25])=[CH:22][CH:21]=1)[C:9]1[CH:14]=[CH:13][C:12]([Cl:15])=[CH:11][CH:10]=1)=[O:7])([OH:3])=[O:2].[OH-].[Na+].Cl>CO>[C:1]([CH2:4][CH2:5][C:6]([N:8]([CH2:16][CH2:17][CH2:18][O:19][C:20]1[CH:29]=[CH:28][C:23]([C:24]([OH:26])=[O:25])=[CH:22][CH:21]=1)[C:9]1[CH:10]=[CH:11][C:12]([Cl:15])=[CH:13][CH:14]=1)=[O:7])([OH:3])=[O:2] |f:1.2|. Reported procedure: Methyl 4-[3-[N-(3-carboxypropionyl) -N-(4-chlorophenyl)amino]propoxy]benzoate (1.0 g) was dissolved in methanol (20 ml), and 1N aqueous sodium hydroxide solution (5.25 ml) was added thereto, and the mixture was heated with stirring at 60° C. for 24 hours. After the reaction mixture was cooled, the mixture was adjusted to pH 4-5 by adding conc. hydrochloric acid thereto. The mixture was concentrated under reduced pressure, and thereto was added water, then, the precipitate was crushed, collected ... Reactants: C=Cc1cc(OC(C)=O)cc(OC(C)=O)c1, CC(=O)Oc1ccc(Br)cc1OC(C)=O, O=C([O-])[O-], [K+], [K+], [Pd]. Product: CC(=O)Oc1cc(C=Cc2ccc(OC(C)=O)c(OC(C)=O)c2)cc(OC(C)=O)c1. RXN SMILES: [C:16]([CH3:17])(=[O:18])[O:19][c:20]1[cH:21][c:22]([CH:23]=[CH2:24])[cH:25][c:26]([O:28][C:29]([CH3:30])=[O:31])[cH:27]1.[C:1]([CH3:2])(=[O:3])[O:4][c:5]1[cH:6][c:7]([Br:15])[cH:8][cH:9][c:10]1[O:11][C:12]([CH3:13])=[O:14].[C:32](=[O:33])([O-:34])[O-:35].[K+:36].[K+:37].[Pd:38]>>[C:1]([CH3:2])(=[O:3])[O:4][c:5]1[cH:6][c:7]([CH:24]=[CH:23][c:22]2[cH:21][c:20]([O:19][C:16]([CH3:17])=[O:18])[cH:27][c:26]([O:28][C:29]([CH3:30])=[O:31])[cH:25]2)[cH:8][cH:9][c:10]1[O:11][C:12]([CH3:13])=[O:14]. Reactants: F[C@H]1C[C@@H](O[C@@H]1CO)N1C(=O)NC(=O)C(C)=C1 (3'-Deoxy-3'-fluorothymidine), P(=O)([O-])([O-])[O-].[K+].[K+].[K+] (potassium phosphate), [N-]=[N+]=[N-].[K+] (potassium azide), NC1=NC(=C2N=CNC2=N1)OCCC (2-Amino-6-n-propoxy-9H-purine), purine nucleoside, [C@@H]1(C[C@H](O)[C@@H](CO)O1)N1C(=O)NC(=O)C(C)=C1 (thymidine), DEAE-cellulose, [H-].[Na+] (sodium hydride). Solvent: CS(=O)C (dimethylsulphoxide), CN(C=O)C (dimethylformamide), C(CC)O (propanol). Conditions: temperature 37 celsius, time 24 day. The product is NC1=NC(=C2N=CNC2=N1)OCCC (2-Amino-6-n-propoxy-9H-purine), NC1=NC(=C2N=CN(C2=N1)[C@H]1C[C@@H]([C@H](O1)CO)F)OCCC (2-amino-9-(2,3-dideoxy-3-fluoro-β-D-erythro-pentofuranosyl)-6-propoxy-9H-purine). The yield is 113.7%. Reaction SMILES: [H-].[Na+].[NH2:3][C:4]1[N:12]=[C:11]2[C:7]([N:8]=[CH:9][NH:10]2)=[C:6]([O:13][CH2:14][CH2:15][CH3:16])[N:5]=1.[F:17][C@@H:18]1[C@@H:22]([CH2:23][OH:24])[O:21][C@@H:20](N2C=C(C)C(=O)NC2=O)[CH2:19]1.P([O-])([O-])([O-])=O.[K+].[K+].[K+].[N-]=[N+]=[N-].[K+].[C@@H]1(N2C=C(C)C(=O)NC2=O)O[C@H](CO)[C@@H](O)C1>CN(C)C=O.CS(C)=O.C(O)CC>[NH2:3][C:4]1[N:12]=[C:11]2[C:7]([N:8]=[CH:9][NH:10]2)=[C:6]([O:13][CH2:14][CH2:15][CH3:16])[N:5]=1.[NH2:3][C:4]1[N:12]=[C:11]2[C:7]([N:8]=[CH:9][N:10]2[C@@H:20]2[O:21][C@H:22]([CH2:23][OH:24])[C@@H:18]([F:17])[CH2:19]2)=[C:6]([O:13][CH2:14][CH2:15][CH3:16])[N:5]=1 |f:0.1,4.5.6.7,8.9|. Reported procedure: 2-Amino-6-n-propoxy-9H-purine was prepared by displacement of the chlorine group on 2-amino-6-chloropurine (Aldrich Chemical Company) by propanol (Aldrich Chemical Company) in the presence of sodium hydride. 2-Amino-6-n-propoxy-9H-purine (0.50 g, 2.6 mmoles) was dissolved in dimethylformamide (5 ml, DMF) and dimethylsulphoxide (5 ml, DMSO). 3'-Deoxy-3'-fluorothymidine (0.76 g, 3.1 mmoles) and 30 ml 10 mM potassium phosphate buffer, pH 6.8, containing 0.04% potassium azide were added. Purified pu... Starting materials: OC=1C=C2C=CC=NC2=C(N1)C1=CC(=CC=C1)[N+](=O)[O-] (6-hydroxy-8-(3-nitrophenyl)-1,7-naphthyridine), C(C)(=O)OCC (Ethyl acetate), C([O-])([O-])=O.[K+].[K+] (potassium carbonate), COC(CBr)=O (bromoacetic acid methyl ester). Run in CC(=O)C.CN(C=O)C (acetone dimethylformamide). Product: COC(=O)COC=1C=C2C=CC=NC2=C(N1)C1=CC(=CC=C1)[N+](=O)[O-] (6-Methoxycarbonylmethoxy-8-(3-nitrophenyl)-1,7-naphthyridine). As a reaction SMILES: [OH:1][C:2]1[CH:3]=[C:4]2[C:9](=[C:10]([C:12]3[CH:17]=[CH:16][CH:15]=[C:14]([N+:18]([O-:20])=[O:19])[CH:13]=3)[N:11]=1)[N:8]=[CH:7][CH:6]=[CH:5]2.C(=O)([O-])[O-].[K+].[K+].[CH3:27][O:28][C:29](=[O:32])[CH2:30]Br.C(OCC)(=O)C>CC(C)=O.CN(C)C=O>[CH3:27][O:28][C:29]([CH2:30][O:1][C:2]1[CH:3]=[C:4]2[C:9](=[C:10]([C:12]3[CH:17]=[CH:16][CH:15]=[C:14]([N+:18]([O-:20])=[O:19])[CH:13]=3)[N:11]=1)[N:8]=[CH:7][CH:6]=[CH:5]2)=[O:32] |f:1.2.3,6.7|. Procedure details: A suspension of 6-hydroxy-8-(3-nitrophenyl)-1,7-naphthyridine (107 mg, 0.40 mmol; produced according to the preceeding example, optionally without further purification), potassium carbonate (55 mg, 0.40 mmol) and bromoacetic acid methyl ester (37 μl, 0.4 mmol) is stirred for two hours in acetone-dimethylformamide (2 ml, 1:1) at ambient temperature. Ethyl acetate is added and the organic phase is washed with 2N NaOH. the solvent is removed in vacuo and the crude product is purified by preparative...